Dataset: the Open Reaction Database (ORD), a public repository of structured organic reaction records. Task: describe an organic reaction: reactants, conditions, products, and yield The reactants are O=C(c1csc(Br)c1)N1CCCC2CCCCC21, O=C([O-])[O-], COCCOC, I[Cu]I, [K+], [K+], c1cn[nH]c1. The product is O=C(c1csc(-n2cccn2)c1)N1CCCC2CCCCC21. Reaction SMILES: [Br:1][c:2]1[cH:3][c:4]([C:7](=[O:8])[N:9]2[CH2:10][CH2:11][CH2:12][CH:13]3[CH2:14][CH2:15][CH2:16][CH2:17][CH:18]23)[cH:5][s:6]1.[C:24](=[O:25])([O-:26])[O-:27].[CH3:30][O:31][CH2:32][CH2:33][O:34][CH3:35].[Cu:36]([I:37])[I:38].[K+:28].[K+:29].[nH:19]1[n:20][cH:21][cH:22][cH:23]1>>[c:2]1(-[n:19]2[n:20][cH:21][cH:22][cH:23]2)[cH:3][c:4]([C:7](=[O:8])[N:9]2[CH2:10][CH2:11][CH2:12][CH:13]3[CH2:14][CH2:15][CH2:16][CH2:17][CH:18]23)[cH:5][s:6]1. Reactants: BrCC1=CC=C(O1)C(F)(F)F (5-bromomethyl-2-(trifluoromethyl)furan), 5,6-dihydrospiro[benzo[1,2-b:5,4-b′]difuran-3,3′-indol]-2″(1′H)-one, BrCC1OCCCC1 (2-(bromomethyl)tetrahydro-2H-pyran), FC(C=1C=CC=C2C3(C(NC12)=O)COC=1C3=CC3=C(OCO3)C1)(F)F (7′-(trifluoromethyl)spiro[furo[2,3-f][1,3]benzodioxole-7,3′-indol]-2′(1′H)-one). Product: FC(C=1C=CC=C2C3(C(N(C12)CC=1OC(=CC1)C(F)(F)F)=O)COC=1C3=CC3=C(OCO3)C1)(F)F (7′-(trifluoromethyl)-1′-{[5-(trifluoromethyl)-2-furyl]methyl}spiro[furo[2,3-f][1,3]benzodioxole-7,3′-indol]-2′(1′H)-one). As a reaction SMILES: Br[CH2:2][C:3]1[O:7][C:6]([C:8]([F:11])([F:10])[F:9])=[CH:5][CH:4]=1.BrCC1CCCCO1.[F:20][C:21]([F:44])([F:43])[C:22]1[CH:23]=[CH:24][CH:25]=[C:26]2[C:30]=1[NH:29][C:28](=[O:31])[C:27]12[C:35]2=[CH:36][C:37]3[O:41][CH2:40][O:39][C:38]=3[CH:42]=[C:34]2[O:33][CH2:32]1>>[F:44][C:21]([F:20])([F:43])[C:22]1[CH:23]=[CH:24][CH:25]=[C:26]2[C:30]=1[N:29]([CH2:2][C:3]1[O:7][C:6]([C:8]([F:11])([F:10])[F:9])=[CH:5][CH:4]=1)[C:28](=[O:31])[C:27]12[C:35]2=[CH:36][C:37]3[O:41][CH2:40][O:39][C:38]=3[CH:42]=[C:34]2[O:33][CH2:32]1. Procedure details: Following the procedure as described in EXAMPLE 4 and making non-critical variations using 5-bromomethyl-2-(trifluoromethyl)furan to replace 2-(bromomethyl)tetrahydro-2H-pyran, and 7′-(trifluoromethyl)spiro[furo[2,3-f][1,3]benzodioxole-7,3′-indol]-2′(1′H)-one to replace 5,6-dihydrospiro[benzo[1,2-b:5,4-b′]difuran-3,3′-indol]-2″(1′H)-one, 7′-(trifluoromethyl)-1′-{[5-(trifluoromethyl)-2-furyl]methyl}spiro[furo[2,3-f][1,3]benzodioxole-7,3′-indol]-2′(1′H)-one was obtained (43%) as a colorless solid:... Starting materials: CCC(CC)(c1ccc(CCC(O[Si](C)(C)C(C)(C)C)C(C)(C)C)c(C)c1)c1ccc(-c2ccc(C(O)C(=O)OC)cc2)c(C)c1, ClCCl, O=C(O)C(F)(F)F. Product: CCC(CC)(c1ccc(CCC(O)C(C)(C)C)c(C)c1)c1ccc(-c2ccc(C(O)C(=O)OC)cc2)c(C)c1. Reaction SMILES: [CH3:8][O:9][C:10]([CH:11]([OH:12])[c:13]1[cH:14][cH:15][c:16](-[c:19]2[c:20]([CH3:52])[cH:21][c:22]([C:25]([CH2:26][CH3:27])([CH2:28][CH3:29])[c:30]3[cH:31][c:32]([CH3:51])[c:33]([CH2:36][CH2:37][CH:38]([C:39]([CH3:40])([CH3:41])[CH3:42])[O:43][Si:44]([C:45]([CH3:46])([CH3:47])[CH3:48])([CH3:49])[CH3:50])[cH:34][cH:35]3)[cH:23][cH:24]2)[cH:17][cH:18]1)=[O:53].[Cl:54][CH2:55][Cl:56].[OH:1][C:2]([C:3]([F:4])([F:5])[F:6])=[O:7]>>[CH3:8][O:9][C:10]([CH:11]([OH:12])[c:13]1[cH:14][cH:15][c:16](-[c:19]2[c:20]([CH3:52])[cH:21][c:22]([C:25]([CH2:26][CH3:27])([CH2:28][CH3:29])[c:30]3[cH:31][c:32]([CH3:51])[c:33]([CH2:36][CH2:37][CH:38]([C:39]([CH3:40])([CH3:41])[CH3:42])[OH:43])[cH:34][cH:35]3)[cH:23][cH:24]2)[cH:17][cH:18]1)=[O:53]. Starting materials: C(=O)(OCC)[C@H](O)[C@@H](O)C(=O)OCC (Diethyl L-tartrate), C1=CC2=C(C=C1C=O)OCO2 (piperonal), C(OCC)(OCC)OCC (triethyl orthoformate), C1(=CC=C(C=C1)S(=O)(=O)O)C (p-toluenesulfonic acid). Run in C1(=CC=CC=C1)C (toluene). Reaction conditions: temperature 25 celsius. Yields the product C1OC=2C=C(C=CC2O1)C1OC(C(O1)C(=O)OCC)C(=O)OCC (3,4-methylenedioxyphenyl-4,5-dicarboethoxy-1,3-dioxolane). Yield: 67.0%. Reaction SMILES: [CH:1]1[C:6]([CH:7]=[O:8])=[CH:5][C:4]2[O:9][CH2:10][O:11][C:3]=2[CH:2]=1.C(OCC)(OCC)OCC.C1(C)C=CC(S(O)(=O)=O)=CC=1.[C:33]([C@@H:38]([C@H:40]([C:42]([O:44][CH2:45][CH3:46])=[O:43])[OH:41])O)([O:35][CH2:36][CH3:37])=[O:34]>C1(C)C=CC=CC=1>[CH2:10]1[O:11][C:3]2[CH:2]=[CH:1][C:6]([CH:7]3[O:41][CH:40]([C:42]([O:44][CH2:45][CH3:46])=[O:43])[CH:38]([C:33]([O:35][CH2:36][CH3:37])=[O:34])[O:8]3)=[CH:5][C:4]=2[O:9]1. Reported procedure: A mixture of piperonal (60 g, 0.4 mol), triethyl orthoformate (59.2 g, 0.4 mol), toluene (250 mL) and p-toluenesulfonic acid (2 g, 0.01 mol) was heated at 100°-110° C. for 0.5 h. Diethyl L-tartrate (103 g, 0.5 mol) was added to the hot solution over a 10 min. period. The mixture was then heated at reflux for 2 h. Subsequently over a 3 hour period, distillate (150 mL) was collected (pot temperature 84° C. to 110° C). The mixture was cooled (25° C.) and washed with sodium bicarbonate solution (2×5... The reactants are C1=C(C=CC2=CC=CC=C12)C(=O)Cl (2-naphthoyl chloride), [OH-].[Na+] (sodium hydroxide), N1CCC(CC1)CCCCNC(CCC=1C=NC=CC1)=O (N-(4-piperidin-4-yl-butyl)-3-(pyridin-3-yl)-propionamide), TEA. The solvent is ClCCl (dichloromethane), ClCCl (dichloromethane). Reaction conditions: temperature 0 celsius, time 2 hour. The product is C1=C(C=CC2=CC=CC=C12)C(=O)N1CCC(CC1)CCCCNC(CCC=1C=NC=CC1)=O (N-{4-[1-(2-naphthoyl)-piperidin-4-yl]-butyl}-3-(pyridin-3-yl)-propionamide). RXN SMILES: [NH:1]1[CH2:6][CH2:5][CH:4]([CH2:7][CH2:8][CH2:9][CH2:10][NH:11][C:12](=[O:21])[CH2:13][CH2:14][C:15]2[CH:16]=[N:17][CH:18]=[CH:19][CH:20]=2)[CH2:3][CH2:2]1.[CH:22]1[C:31]2[C:26](=[CH:27][CH:28]=[CH:29][CH:30]=2)[CH:25]=[CH:24][C:23]=1[C:32](Cl)=[O:33].[OH-].[Na+]>ClCCl>[CH:22]1[C:31]2[C:26](=[CH:27][CH:28]=[CH:29][CH:30]=2)[CH:25]=[CH:24][C:23]=1[C:32]([N:1]1[CH2:6][CH2:5][CH:4]([CH2:7][CH2:8][CH2:9][CH2:10][NH:11][C:12](=[O:21])[CH2:13][CH2:14][C:15]2[CH:16]=[N:17][CH:18]=[CH:19][CH:20]=2)[CH2:3][CH2:2]1)=[O:33] |f:2.3|. Procedure details: 6.0 g (20.7 mmol) N-(4-piperidin-4-yl-butyl)-3-(pyridin-3-yl)-propionamide and 2.1 g (20.7 mmol) TEA are dissolved in 30 ml absolute dichloromethane and cooled to ca. 0° C. under moisture exclusion. 3.95 g (20.7 mmol) 2-naphthoyl chloride are dissolved in 40 ml absolute dichloromethane and added dropwise under ice cooling. The mixture is stirred for two hours at RT without further cooling. Subsequently, the batch is made alkaline with 10% sodium hydroxide solution and washed twice with a small a... Starting materials: C(C)OC(CCC=1C(=NC=C(C1)Cl)OCC(=O)N1[C@@H](CN([C@H](C1)C)CC1=CC=C(C=C1)F)C)=O (3-(5-chloro-2-{2-[4-(4-fluoro-benzyl)-(2R,5S)-2,5-dimethyl-piperazin-1-yl]-2-oxo-ethoxy}-pyridin-3-yl)-propionic acid ethyl ester), O.[OH-].[Li+] (lithium hydroxide monohydrate), P(=O)([O-])([O-])[O-] (phosphate), Cl (hydrochloric acid). The solvent is O1CCCC1 (tetrahydrofuran), CO (methanol), O (water). Run at time 3 hour. Yields the product ClC=1C=C(C(=NC1)OCC(=O)N1[C@@H](CN([C@H](C1)C)CC1=CC=C(C=C1)F)C)CCC(=O)O (3-(5-Chloro-2-{2-[4-(4-fluoro-benzyl)-(2R,5S)-2,5-dimethyl-piperazin-1-yl]-2-oxo-ethoxy}-pyridin-3-yl)-propionic acid). The yield is 25.4%. As a reaction SMILES: C([O:3][C:4](=[O:34])[CH2:5][CH2:6][C:7]1[C:8]([O:14][CH2:15][C:16]([N:18]2[CH2:23][C@H:22]([CH3:24])[N:21]([CH2:25][C:26]3[CH:31]=[CH:30][C:29]([F:32])=[CH:28][CH:27]=3)[CH2:20][C@H:19]2[CH3:33])=[O:17])=[N:9][CH:10]=[C:11]([Cl:13])[CH:12]=1)C.O.[OH-].[Li+].Cl.P([O-])([O-])([O-])=O>O1CCCC1.CO.O>[Cl:13][C:11]1[CH:12]=[C:7]([CH2:6][CH2:5][C:4]([OH:34])=[O:3])[C:8]([O:14][CH2:15][C:16]([N:18]2[CH2:23][C@H:22]([CH3:24])[N:21]([CH2:25][C:26]3[CH:31]=[CH:30][C:29]([F:32])=[CH:28][CH:27]=3)[CH2:20][C@H:19]2[CH3:33])=[O:17])=[N:9][CH:10]=1 |f:1.2.3|. Procedure details: To a solution of 3-(5-chloro-2-{2-[4-(4-fluoro-benzyl)-(2R,5S)-2,5-dimethyl-piperazin-1-yl]-2-oxo-ethoxy}-pyridin-3-yl)-propionic acid ethyl ester (0.081 g, 0.17 mmol) in tetrahydrofuran (2 mL), methanol (2 mL) and water (1 mL) was added lithium hydroxide monohydrate (0.013 g, 0.32 mmol). The reaction mixture was stirred at ambient temperature for 3 hours, neutralized with 0.2M hydrochloric acid and phosphate buffer (pH=7), and extracted with ethy acetate. The combined organics were dried over m... The reactants are S(=O)(=O)(OC)OC (Dimethyl sulfate), CC1=CC=CC2=C1N=CS2=O (4-Methylbenzothiazolone), [OH-].[Na+] (sodium hydroxide), C1(=CC=CC=C1)C (toluene). The reagents and catalysts are [Br-].C(CCC)[N+](CCCC)(CCCC)CCCC (tetra-n-butylammonium bromide). Solvent: O (water). Conditions: time 1 hour. The product is CC1=CC=CC2=C1N(CS2=O)C (4-methyl-N-methylbenzothiazolone). Isolated yield 96.2%. As a reaction SMILES: [CH3:1][C:2]1[C:7]2[N:8]=[CH:9][S:10](=[O:11])[C:6]=2[CH:5]=[CH:4][CH:3]=1.[OH-].[Na+].[C:14]1(C)C=CC=CC=1.S(OC)(OC)(=O)=O>O.[Br-].C([N+](CCCC)(CCCC)CCCC)CCC>[CH3:1][C:2]1[C:7]2[N:8]([CH3:14])[CH2:9][S:10](=[O:11])[C:6]=2[CH:5]=[CH:4][CH:3]=1 |f:1.2,6.7|. Procedure: 4-Methylbenzothiazolone (4.13 g, 0.025 mole) was dissolved in a solution of sodium hydroxide (1.60 g, 0.0375 mole) in water (100 c.c.), and tetra-n-butylammonium bromide (0.24 g, 7.5×10-4 mole) and toluene (40 c.c.) were added thereto. Dimethyl sulfate (4.70 g, 0.0375 mole) was added dropwise thereto at room temperature, and the mixture was stirred at room temperature for 1 hour, followed by phaseseparation. The toluene layer was washed once with water, and the solvent was removed under reduced ... Starting materials: ClC=1SC2=C(N1)C=CC(=C2)Cl (2,6-dichlorobenzothiazole), BrC1=CC=C(N)C=C1 (4-bromoaniline), Cl (HCl). Reagents/catalysts: O1CCOCC1 (dioxane). The solvent is CCO (EtOH). Conditions: temperature 140 celsius, time 1 hour. Yields the product BrC1=CC=C(C=C1)NC=1SC2=C(N1)C=CC(=C2)Cl (N-(4-Bromophenyl)-6-chlorobenzo[d]thiazol-2-amine). The yield is 79.2%. RXN SMILES: Cl[C:2]1[S:3][C:4]2[CH:10]=[C:9]([Cl:11])[CH:8]=[CH:7][C:5]=2[N:6]=1.[Br:12][C:13]1[CH:19]=[CH:18][C:16]([NH2:17])=[CH:15][CH:14]=1.Cl>CCO.O1CCOCC1>[Br:12][C:13]1[CH:19]=[CH:18][C:16]([NH:17][C:2]2[S:3][C:4]3[CH:10]=[C:9]([Cl:11])[CH:8]=[CH:7][C:5]=3[N:6]=2)=[CH:15][CH:14]=1. Reported procedure: To a suspension of 2,6-dichlorobenzothiazole (2.52 g, 12.3 mmol) and 4-bromoaniline (2.12 g, 12.2 mmol) in EtOH (15 mL) was added 4 N HCl in dioxane (0.2 mL, 0.8 mmol). The reaction mixture was stirred at 140° C. in a microwave reactor for 1 h. After cooling to room temperature, the resulting suspension was filtered. The collected solid was washed with MeOH (10 mL), and dried in a 50° C. vacuum oven for 16 h to afford 3.28 g (80%) of the title compound as a white solid. HPLC/MS (method C): reten... The reactants are O=C([O-])[O-], Cc1cc(O)c(C)c([N+](=O)[O-])c1, ClCc1ccccc1, [K+], [K+], CN(C)C=O. Yields the product Cc1cc(OCc2ccccc2)c(C)c([N+](=O)[O-])c1. Reaction SMILES: [C:13](=[O:14])([O-:15])[O-:16].[CH3:1][c:2]1[c:3]([OH:12])[cH:4][c:5]([CH3:11])[cH:6][c:7]1[N+:8](=[O:9])[O-:10].[Cl:19][CH2:20][c:21]1[cH:22][cH:23][cH:24][cH:25][cH:26]1.[K+:17].[K+:18].[O:27]=[CH:28][N:29]([CH3:30])[CH3:31]>>[CH3:1][c:2]1[c:3]([O:12][CH2:20][c:21]2[cH:22][cH:23][cH:24][cH:25][cH:26]2)[cH:4][c:5]([CH3:11])[cH:6][c:7]1[N+:8](=[O:9])[O-:10].